Dataset: the Open Reaction Database (ORD), a public repository of structured organic reaction records. Task: describe an organic reaction: reactants, conditions, products, and yield The reactants are CCOC(C)=O, CCO, C=Cc1ccc2c(n1)c(N)nc1ccccc12, [H][H]. Product: CCc1ccc2c(n1)c(N)nc1ccccc12. As a reaction SMILES: [C:23]([O:24][CH2:25][CH3:26])(=[O:27])[CH3:28].[CH2:20]([OH:21])[CH3:22].[CH:1](=[CH2:2])[c:3]1[n:4][c:5]2[c:6]([NH2:17])[n:7][c:8]3[c:9]([c:10]2[cH:11][cH:12]1)[cH:13][cH:14][cH:15][cH:16]3.[H:18][H:19]>>[CH2:1]([CH3:2])[c:3]1[n:4][c:5]2[c:6]([NH2:17])[n:7][c:8]3[c:9]([c:10]2[cH:11][cH:12]1)[cH:13][cH:14][cH:15][cH:16]3. The reactants are FC1=C(C=CC(=C1)F)CCC1(C(=O)N)CC=CC=C1 (1-(2,4-difluorophenyl-ethyl]benzamide), N1=C2C(=NS1)C(=CC=C2)S(=O)(=O)NC2=C(C(=O)O)C=CC=C2 (2-(Benzo[1,2,5]thiadiazole-4-sulfonylamino)benzoic acid), N1=C2C(=NS1)C(=CC=C2)S(=O)(=O)NC2=C(C(=O)N[C@H](C)C1=C(C=C(C=C1)F)F)C=CC(=C2)C(F)(F)F ((R)-2-(Benzo[1,2,5]thiadiazole-4-sulfonylamino)-N-[1-(2,4-difluoro-phenyl)-ethyl]-4-trifluoromethylbenzamide). Product: N1=C2C(=NS1)C(=CC=C2)S(=O)(=O)NC2=C(C(=O)N[C@H](C)C1=C(C=C(C=C1)F)F)C=CC=C2 ((R)-2-(Benzo[1,2,5]thiadiazole-4-sulfonylamino)-N-[1-(2,4-difluoro-phenyl)-ethyl]-benzamide). As a reaction SMILES: FC1C=C(F)C=CC=1CCC1(C=CC=CC1)C(N)=O.N1SN=C2C(S(NC3C=CC=CC=3C(O)=O)(=O)=O)=CC=CC=12.[N:42]1[S:46][N:45]=[C:44]2[C:47]([S:51]([NH:54][C:55]3[CH:73]=[C:72](C(F)(F)F)[CH:71]=[CH:70][C:56]=3[C:57]([NH:59][C@@H:60]([C:62]3[CH:67]=[CH:66][C:65]([F:68])=[CH:64][C:63]=3[F:69])[CH3:61])=[O:58])(=[O:53])=[O:52])=[CH:48][CH:49]=[CH:50][C:43]=12>>[N:42]1[S:46][N:45]=[C:44]2[C:47]([S:51]([NH:54][C:55]3[CH:73]=[CH:72][CH:71]=[CH:70][C:56]=3[C:57]([NH:59][C@@H:60]([C:62]3[CH:67]=[CH:66][C:65]([F:68])=[CH:64][C:63]=3[F:69])[CH3:61])=[O:58])(=[O:53])=[O:52])=[CH:48][CH:49]=[CH:50][C:43]=12. Procedure details: (R)-2-(Benzo[1,2,5]thiadiazole-4-sulfonylamino)-N-[1-(2,4-difluorophenyl-ethyl]benzamide. 2-(Benzo[1,2,5]thiadiazole-4-sulfonylamino)benzoic acid was coupled with (R) 1-(2,4-difluorophenyl)-ethylamine (see EXAMPLE 39), and the product was purified, as described in EXAMPLE 7 to provide the title compound. MS (ESI): neg. ion m/z 473 [M−H]−. HPLC (reversed-phase): RT=9.64 min). 1H NMR (400 MHz, CDCl3): 11.38 (s, 1H), 8.32 (dd, J=7.1, 1.0 Hz, 1H), 8.16 (dd, J=8.8, 1.0 Hz, 1H), 7.68 (m, 1H), 7.65 (dd... Reactants: CC(C)(C)[O-], [K+], CN(C)C=O, O, C(=Nc1ccccc1)c1ccccc1, c1ccc(Cn2cnc3ccccc32)cc1. Product: C(#Cc1ccccc1)c1ccccc1. RXN SMILES: [CH3:1][C:2]([CH3:3])([O-:4])[CH3:5].[K+:6].[O:38]=[CH:39][N:40]([CH3:41])[CH3:42].[OH2:37].[c:23]1([CH:29]=[N:30][c:31]2[cH:32][cH:33][cH:34][cH:35][cH:36]2)[cH:24][cH:25][cH:26][cH:27][cH:28]1.[c:7]1([CH2:13][n:14]2[c:15]3[cH:16][cH:17][cH:18][cH:19][c:20]3[n:21][cH:22]2)[cH:8][cH:9][cH:10][cH:11][cH:12]1>>[c:7]1([C:13]#[C:29][c:23]2[cH:24][cH:25][cH:26][cH:27][cH:28]2)[cH:8][cH:9][cH:10][cH:11][cH:12]1. Starting materials: BrC1=CC(=C(C=C1OC1=CC=C(C=C1)S(=O)(=O)C)NC(=O)C1=NC=CC=C1)[N+](=O)[O-] (N-{4-bromo-5-(4-(methylsulfonyl)phenoxy]-2-nitrophenyl}-2-pyridinecarboxamide), C([O-])(O)=O.[Na+] (sodium bicarbonate), Cl (hydrochloric acid), O.O.[Sn](Cl)Cl (tin(II) chloride dihydrate). Solvent: CN(C=O)C (dimethylformamide), CO (methanol), C(Cl)(Cl)Cl (chloroform). Conditions: temperature 70 celsius, time 30 minute. The product is BrC=1C(=CC2=C(NC(=N2)C2=NC=CC=C2)C1)OC1=CC=C(C=C1)S(=O)(=O)C (6-bromo-5-[4-(methylsulfonyl)phenoxy]-2-(2-pyridinyl)-1H-benzimidazole). RXN SMILES: [Br:1][C:2]1[C:7]([O:8][C:9]2[CH:14]=[CH:13][C:12]([S:15]([CH3:18])(=[O:17])=[O:16])=[CH:11][CH:10]=2)=[CH:6][C:5]([NH:19][C:20]([C:22]2[CH:27]=[CH:26][CH:25]=[CH:24][N:23]=2)=O)=[C:4]([N+:28]([O-])=O)[CH:3]=1.Cl.O.O.[Sn](Cl)Cl.C(=O)(O)[O-].[Na+]>CN(C)C=O.C(Cl)(Cl)Cl.CO>[Br:1][C:2]1[C:7]([O:8][C:9]2[CH:14]=[CH:13][C:12]([S:15]([CH3:18])(=[O:17])=[O:16])=[CH:11][CH:10]=2)=[CH:6][C:5]2[N:19]=[C:20]([C:22]3[CH:27]=[CH:26][CH:25]=[CH:24][N:23]=3)[NH:28][C:4]=2[CH:3]=1 |f:2.3.4,5.6|. Procedure: 145 ml of N-{4-bromo-5-(4-(methylsulfonyl)phenoxy]-2-nitrophenyl}-2-pyridinecarboxamide was suspended in 1 ml of dimethylformamide, 1 ml of methanol and 0.5 ml of concentrated hydrochloric acid, and 327 mg of tin(II) chloride dihydrate was added thereto and stirred at 70° C. for 30 minutes. The reaction liquid was neutralized with aqueous sodium bicarbonate solution, and diluted with chloroform. The insoluble matter was taken out through filtration, the filtrate was washed with saturated saline ... The reactants are BrCc1ccccc1, COC(=O)c1c(C)nc2ccccc2c1N. Product: COC(=O)c1c(C)nc2ccccc2c1NCc1ccccc1. RXN SMILES: [Br:17][CH2:18][c:19]1[cH:20][cH:21][cH:22][cH:23][cH:24]1.[NH2:1][c:2]1[c:3]([C:13](=[O:14])[O:15][CH3:16])[c:4]([CH3:12])[n:5][c:6]2[cH:7][cH:8][cH:9][cH:10][c:11]12>>[NH:1]([c:2]1[c:3]([C:13](=[O:14])[O:15][CH3:16])[c:4]([CH3:12])[n:5][c:6]2[cH:7][cH:8][cH:9][cH:10][c:11]12)[CH2:18][c:19]1[cH:20][cH:21][cH:22][cH:23][cH:24]1. Reactants: CC(NCCCCNC(=O)OC(C)(C)C)c1nccs1, Cc1cccnc1C=O, ClCCl. Yields the product Cc1cccnc1CN(CCCCNC(=O)OC(C)(C)C)C(C)c1nccs1. RXN SMILES: [C:1]([CH3:2])([CH3:3])([CH3:4])[O:5][C:6]([NH:7][CH2:8][CH2:9][CH2:10][CH2:11][NH:12][CH:13]([CH3:14])[c:15]1[s:16][cH:17][cH:18][n:19]1)=[O:20].[CH3:21][c:22]1[c:23]([CH:28]=[O:29])[n:24][cH:25][cH:26][cH:27]1.[Cl:30][CH2:31][Cl:32]>>[C:1]([CH3:2])([CH3:3])([CH3:4])[O:5][C:6]([NH:7][CH2:8][CH2:9][CH2:10][CH2:11][N:12]([CH:13]([CH3:14])[c:15]1[s:16][cH:17][cH:18][n:19]1)[CH2:28][c:23]1[c:22]([CH3:21])[cH:27][cH:26][cH:25][n:24]1)=[O:20]. Reactants: CCCCN(Cc1ccc(OCC(=O)OCC)c(C)c1)c1ncnc(-c2ccc(C(F)(F)F)cc2)c1C, CO, [Na+], C1CCOC1, [OH-]. The product is CCCCN(Cc1ccc(OCC(=O)O)c(C)c1)c1ncnc(-c2ccc(C(F)(F)F)cc2)c1C. As a reaction SMILES: [CH2:1]([CH2:2][CH2:3][CH3:4])[N:5]([c:6]1[n:7][cH:8][n:9][c:10](-[c:13]2[cH:14][cH:15][c:16]([C:19]([F:20])([F:21])[F:22])[cH:17][cH:18]2)[c:11]1[CH3:12])[CH2:23][c:24]1[cH:25][c:26]([CH3:37])[c:27]([O:28][CH2:29][C:30](=[O:31])[O:32][CH2:33][CH3:34])[cH:35][cH:36]1.[CH3:40][OH:41].[Na+:39].[O:42]1[CH2:43][CH2:44][CH2:45][CH2:46]1.[OH-:38]>>[CH2:1]([CH2:2][CH2:3][CH3:4])[N:5]([c:6]1[n:7][cH:8][n:9][c:10](-[c:13]2[cH:14][cH:15][c:16]([C:19]([F:20])([F:21])[F:22])[cH:17][cH:18]2)[c:11]1[CH3:12])[CH2:23][c:24]1[cH:25][c:26]([CH3:37])[c:27]([O:28][CH2:29][C:30](=[O:31])[OH:32])[cH:35][cH:36]1. Reactants: C(C)(C)(C)OC(=O)NCC1=CC(=CC=C1)[N+](=O)[O-] (N-(t-butyloxycarbonyl)-3-nitrobenzylamine), O.O.[Sn](Cl)Cl (tin(II) chloride dihydrate). Run in CN(C=O)C (dimethylformamide). Reaction conditions: time 48 hour. Yields the product C(C)(C)(C)OC(=O)NCC1=CC(=CC=C1)N (N-(t-Butyloxycarbonyl)-3-Aminobenzylamine). The yield is 100.3%. As a reaction SMILES: [C:1]([O:5][C:6]([NH:8][CH2:9][C:10]1[CH:15]=[CH:14][CH:13]=[C:12]([N+:16]([O-])=O)[CH:11]=1)=[O:7])([CH3:4])([CH3:3])[CH3:2].O.O.[Sn](Cl)Cl>CN(C)C=O>[C:1]([O:5][C:6]([NH:8][CH2:9][C:10]1[CH:15]=[CH:14][CH:13]=[C:12]([NH2:16])[CH:11]=1)=[O:7])([CH3:4])([CH3:2])[CH3:3] |f:1.2.3|. Procedure details: To a solution of N-(t-butyloxycarbonyl)-3-nitrobenzylamine (13.8 g, 54.7 mmol) in dimethylformamide (200 mL) was added tin(II) chloride dihydrate (74.1 g, 328 mmol) and the reaction was stirred at room temperature for 48 hours. The dimethylformamide was removed under vacuum. The residue was resuspended in dichloromethane (300 ml), washed with brine (200 mL), filtered through a celite pad, and the solvent removed to provide 12.2 g of the title compound. (100%). Reactants: BrCc1noc2ccccc12, CCCCCC, CN(C)C=O, [H-], [Na+], O, c1c[nH]cn1. Product: c1ccc2c(Cn3ccnc3)noc2c1. RXN SMILES: [Br:9][CH2:10][c:11]1[n:12][o:13][c:14]2[c:15]1[cH:16][cH:17][cH:18][cH:19]2.[CH3:20][CH2:21][CH2:22][CH2:23][CH2:24][CH3:25].[CH3:26][N:27]([CH3:28])[CH:29]=[O:30].[H-:1].[Na+:2].[OH2:3].[nH:4]1[cH:5][n:6][cH:7][cH:8]1>>[n:4]1([CH2:10][c:11]2[n:12][o:13][c:14]3[c:15]2[cH:16][cH:17][cH:18][cH:19]3)[cH:5][n:6][cH:7][cH:8]1.